From a dataset of the Open Reaction Database (ORD), a public repository of structured organic reaction records. describe an organic reaction: reactants, conditions, products, and yield Starting materials: O (water), C1(=CC=CC=C1)OC(=O)N1C=2C=CC(=CC2C23C(CCCC2(C1C#C)O3)O[Si](CC)(CC)CC)OCC3=C(C=CC=C3)[N+](=O)[O-] (N-[(Phenyloxy)carbonyl] -6a,10a-epoxy-6-ethynyl-2-[(2-nitrobenzyl)oxy]-10-[(triethylsilyl)oxy]-5,6,6a,7,8,9,10,10a-octahydrophenanthridine), CC(C)(C)S (tert-butylthiol), [F-].C(CCC)[N+](CCCC)(CCCC)CCCC (tetra-n-butylammonium fluoride). Run in C1CCOC1 (THF), C(C)OCC (ethyl ether). Conditions: temperature 20 celsius, time 30 minute. Product: C1(=CC=CC=C1)OC(=O)N1C=2C=CC(=CC2C23C(CCCC2(C1C#C)O3)O)OCC3=C(C=CC=C3)[N+](=O)[O-] (N-[(Phenyloxy) carbonyl]-6a,10a-epoxy-6-ethynyl-10-hydroxy-2-[(2-nitrobenzyl)oxy]-5,6,6a,7,8,9,10,10a-octahydrophenanthridine). The yield is 88.2%. Reaction SMILES: [C:1]1([O:7][C:8]([N:10]2[CH:23]([C:24]#[CH:25])[C:22]34[O:26][C:17]3([CH:18]([O:27][Si](CC)(CC)CC)[CH2:19][CH2:20][CH2:21]4)[C:16]3[CH:15]=[C:14]([O:35][CH2:36][C:37]4[CH:42]=[CH:41][CH:40]=[CH:39][C:38]=4[N+:43]([O-:45])=[O:44])[CH:13]=[CH:12][C:11]2=3)=[O:9])[CH:6]=[CH:5][CH:4]=[CH:3][CH:2]=1.CC(S)(C)C.[F-].C([N+](CCCC)(CCCC)CCCC)CCC.O>C1COCC1.C(OCC)C>[C:1]1([O:7][C:8]([N:10]2[CH:23]([C:24]#[CH:25])[C:22]34[O:26][C:17]3([CH:18]([OH:27])[CH2:19][CH2:20][CH2:21]4)[C:16]3[CH:15]=[C:14]([O:35][CH2:36][C:37]4[CH:42]=[CH:41][CH:40]=[CH:39][C:38]=4[N+:43]([O-:45])=[O:44])[CH:13]=[CH:12][C:11]2=3)=[O:9])[CH:6]=[CH:5][CH:4]=[CH:3][CH:2]=1 |f:2.3|. Procedure: A solution of Compound 325 (45.27 g, 72.3 mmol) and tert-butylthiol (5.70 mL, 50.6 mmol) in THF (250 mL) was treated at zero degrees C with tetra-n-butylammonium fluoride (TBAF, 75.9 mL, 1.0M solution in THF, 75.9 mmol). The reaction mixture was stirred at 20° C. for 30 minutes, diluted with ethyl ether (750 mL), poured into water (1500 mL), and separated. The organic layer was washed with water (2×2000 mL), dried over anhydrous MgSO4, and evaporated in vacuo. The residue was purified by suspend... The reactants are COC(CN(CC(=O)OC)C1=CC(=CC(=C1)OCCCCCCCCCCCCCCCCCC)OCCCOC1=CC=C(C=C1)C(C)(C)C)=O (N-[3-[3-[4-(1,1-dimethylethyl)phenoxy]propoxy]-5-(octadecyloxy)phenyl]-N-(2-methoxy-2-oxoethyl)glycine methyl ester), [OH-].[Na+] (NaOH), O1CCOCC1 (dioxane). Solvent: CO (methanol). The product is C(=O)(O)CN(CC(=O)O)C1=CC(=CC(=C1)OCCCCCCCCCCCCCCCCCC)OCCCOC1=CC=C(C=C1)C(C)(C)C (N-(carboxymethyl)-N-[3-[3-[4-(1,1-dimethylethyl)phenoxy]propoxy]-5-(octadecyloxy) phenyl]glycine). Isolated yield 92.3%. RXN SMILES: C[O:2][C:3](=[O:51])[CH2:4][N:5]([C:11]1[CH:16]=[C:15]([O:17][CH2:18][CH2:19][CH2:20][CH2:21][CH2:22][CH2:23][CH2:24][CH2:25][CH2:26][CH2:27][CH2:28][CH2:29][CH2:30][CH2:31][CH2:32][CH2:33][CH2:34][CH3:35])[CH:14]=[C:13]([O:36][CH2:37][CH2:38][CH2:39][O:40][C:41]2[CH:46]=[CH:45][C:44]([C:47]([CH3:50])([CH3:49])[CH3:48])=[CH:43][CH:42]=2)[CH:12]=1)[CH2:6][C:7]([O:9]C)=[O:8].[OH-].[Na+].O1CCOCC1>CO>[C:3]([CH2:4][N:5]([C:11]1[CH:16]=[C:15]([O:17][CH2:18][CH2:19][CH2:20][CH2:21][CH2:22][CH2:23][CH2:24][CH2:25][CH2:26][CH2:27][CH2:28][CH2:29][CH2:30][CH2:31][CH2:32][CH2:33][CH2:34][CH3:35])[CH:14]=[C:13]([O:36][CH2:37][CH2:38][CH2:39][O:40][C:41]2[CH:46]=[CH:45][C:44]([C:47]([CH3:48])([CH3:50])[CH3:49])=[CH:43][CH:42]=2)[CH:12]=1)[CH2:6][C:7]([OH:9])=[O:8])([OH:51])=[O:2] |f:1.2|. Reported procedure: A solution of 0.815 g (1.14 mmol) of N-[3-[3-[4-(1,1-dimethylethyl)phenoxy]propoxy]-5-(octadecyloxy)phenyl]-N-(2-methoxy-2-oxoethyl)glycine methyl ester and 0.76 mL of 6N NaOH in 20 mL of methanol-10 mL of dioxane was stirred at reflux under argon for 5 hours. The solvents were removed at reduced pressure, the residue was acidified with dilute HCl and the product was extracted with ethyl acetate. The dried extract was concentrated at reduced pressure and the residue was crystallized from methano... The reactants are S1C2=C(C=C1CC=O)C=CC=C2 (Benzo[b]thiophen-2-yl-acetaldehyde), C(#C)[Mg]Br (ethynylmagnesium bromide), [NH4+].[Cl-] (NH4Cl). The solvent is C1CCOC1 (THF). Run at temperature 0 celsius, time 1 hour. Yields the product S1C2=C(C=C1CC(C#C)O)C=CC=C2 (1-Benzo[b]thiophen-2-yl-but-3-yn-2-ol). As a reaction SMILES: [S:1]1[C:5]([CH2:6][CH:7]=[O:8])=[CH:4][C:3]2[CH:9]=[CH:10][CH:11]=[CH:12][C:2]1=2.[C:13]([Mg]Br)#[CH:14].[NH4+].[Cl-]>C1COCC1>[S:1]1[C:5]([CH2:6][CH:7]([OH:8])[C:13]#[CH:14])=[CH:4][C:3]2[CH:9]=[CH:10][CH:11]=[CH:12][C:2]1=2 |f:2.3|. Procedure details: A solution of crude 9-3 (8.77 g) in THF (100 mL) was added to a solution of ethynylmagnesium bromide (450 mL, 225 mmol, 0.5 M/THF) at 0° C. by cannula. The mixture was stirred for 1 h at 0° C. and for 1 h at room temperature. The reaction was then queched by addition of 200 mL saturated NH4Cl solution. The layers were separated and the aqueous layer was extracted with ethyl acetate (3×200 mL). The combined organic solution was washed with brine and then was dried (Na2SO4), filtered and evaporate... The reactants are O=C(Cl)C=Cc1ccccc1, CCO, Oc1ccc(Nc2ccccc2)cc1, [Na+], [Na], [OH-], O, c1ccccc1. Yields the product O=C(C=Cc1ccccc1)Oc1ccc(Nc2ccccc2)cc1. RXN SMILES: [C:1]([CH:2]=[CH:3][c:4]1[cH:5][cH:6][cH:7][cH:8][cH:9]1)(=[O:10])[Cl:11].[CH3:36][CH2:37][OH:38].[NH:13]([c:14]1[cH:15][cH:16][cH:17][cH:18][cH:19]1)[c:20]1[cH:21][cH:22][c:23]([OH:26])[cH:24][cH:25]1.[Na+:35].[Na:12].[OH-:34].[OH2:27].[cH:28]1[cH:29][cH:30][cH:31][cH:32][cH:33]1>>[C:1]([CH:2]=[CH:3][c:4]1[cH:5][cH:6][cH:7][cH:8][cH:9]1)(=[O:10])[O:26][c:23]1[cH:22][cH:21][c:20]([NH:13][c:14]2[cH:15][cH:16][cH:17][cH:18][cH:19]2)[cH:25][cH:24]1. Product: ClC1=NC(=C2N=CN(C2=N1)[C@H]1C=C[C@H](C1)N1N=CC(=N1)CC)Cl (2,6-Dichloro-9-[(1R,4S)-4-(4-ethyl-[1,2,3]triazol-2-yl)-cyclopent-2-enyl]-9H-purine). Procedure details: The title compound is prepared analogously to di-Boc-[(1S,4R)-4-(2,6-dichloro-purin-9-yl)-cyclopent-2-enyl]-amine (AA3) by replacing di-t-butyliminodicarboxylate with 4-ethyl-2H-[1,2,3]triazole. Starting materials: C(=O)(OC(C)(C)C)N([C@@H]1C=C[C@@H](C1)N1C2=NC(=NC(=C2N=C1)Cl)Cl)C(=O)OC(C)(C)C (di-Boc-[(1S,4R)-4-(2,6-dichloro-purin-9-yl)-cyclopent-2-enyl]-amine), C(C)C1=NNN=C1 (4-ethyl-2H-[1,2,3]triazole). As a reaction SMILES: C([N:8](C(OC(C)(C)C)=O)[C@H:9]1[CH2:13][C@@H:12]([N:14]2[CH:22]=[N:21][C:20]3[C:15]2=[N:16][C:17]([Cl:24])=[N:18][C:19]=3[Cl:23])[CH:11]=[CH:10]1)(OC(C)(C)C)=O.[CH2:32]([C:34]1[CH:38]=[N:37]N[N:35]=1)[CH3:33]>>[Cl:24][C:17]1[N:16]=[C:15]2[C:20]([N:21]=[CH:22][N:14]2[C@@H:12]2[CH2:13][C@H:9]([N:8]3[N:35]=[C:34]([CH2:32][CH3:33])[CH:38]=[N:37]3)[CH:10]=[CH:11]2)=[C:19]([Cl:23])[N:18]=1.